This data is from the Open Reaction Database (ORD), a public repository of structured organic reaction records. The task is: describe an organic reaction: reactants, conditions, products, and yield Reactants: CC1=C(C=C(C(=C1)C)C)[N+](=O)[O-] (2,4,5-trimethylnitrobenzene). The reagents and catalysts are [Pd] (Pd/C). Run in C(C)O (ethanol). Yields the product CC1=C(N)C=C(C(=C1)C)C (2,4,5-Trimethylaniline). Yield: 97.2%. Reaction SMILES: [CH3:1][C:2]1[CH:7]=[C:6]([CH3:8])[C:5]([CH3:9])=[CH:4][C:3]=1[N+:10]([O-])=O>C(O)C.[Pd]>[CH3:1][C:2]1[CH:7]=[C:6]([CH3:8])[C:5]([CH3:9])=[CH:4][C:3]=1[NH2:10]. Procedure details: 19.70 g of 2,4,5-trimethylnitrobenzene are dissolved in 500 ml of ethanol and the solution is then hydrogenated at room temperature and pressure in the presence of 1 g of 5% Pd/C. The catalyst is filtered off on Celite® and the medium is then evaporated to give 15.67 g of the expected compound. Reactants: BrC1=C(C=CC(=C1)C)O (2-bromo-4-methylphenol), C([O-])([O-])=O.[K+].[K+] (potassium carbonate), O (water), C(C1=CC=CC=C1)Br (benzyl bromide). Run in CN(C=O)C (N,N-dimethylformamide). Conditions: time 12 hour. The product is C(C1=CC=CC=C1)OC1=C(C=C(C=C1)C)Br (1-Benzyloxy-2-bromo-4-methylbenzene). The yield is 77.6%. RXN SMILES: [Br:1][C:2]1[CH:7]=[C:6]([CH3:8])[CH:5]=[CH:4][C:3]=1[OH:9].C(=O)([O-])[O-].[K+].[K+].[CH2:16](Br)[C:17]1[CH:22]=[CH:21][CH:20]=[CH:19][CH:18]=1.O>CN(C)C=O>[CH2:16]([O:9][C:3]1[CH:4]=[CH:5][C:6]([CH3:8])=[CH:7][C:2]=1[Br:1])[C:17]1[CH:22]=[CH:21][CH:20]=[CH:19][CH:18]=1 |f:1.2.3|. Procedure: To a solution of 2-bromo-4-methylphenol (1.5 g, 8.0 mmol) in N,N-dimethylformamide (40 mL), potassium carbonate (1.32 g, 9.6 mmol) was added and furthermore benzyl bromide (1.05 mL, 8.8 mmol) was added thereto. The mixture solution was stirred at room temperature for 12 hours, and then water was added thereto and the mixture was extracted with ethyl acetate. The organic layer was washed with a saturated sodium chloride aqueous solution and dried (anhydrous magnesium sulfate), and then the solven... The reactants are CCCC[N+](CCCC)(CCCC)CCCC, C1CCOC1, COc1cc(C(=O)O)cc(C#C[Si](C)(C)C)c1OC, Cl, [F-]. Product: C#Cc1cc(C(=O)O)cc(OC)c1OC. Reaction SMILES: [CH2:21]([N+:22]([CH2:23][CH2:24][CH2:25][CH3:26])([CH2:27][CH2:28][CH2:29][CH3:30])[CH2:31][CH2:32][CH2:33][CH3:34])[CH2:35][CH2:36][CH3:37].[CH2:38]1[O:39][CH2:40][CH2:41][CH2:42]1.[CH3:1][O:2][c:3]1[cH:4][c:5]([C:6](=[O:7])[OH:8])[cH:9][c:10]([C:14]#[C:15][Si:16]([CH3:17])([CH3:18])[CH3:19])[c:11]1[O:12][CH3:13].[ClH:43].[F-:20]>>[CH3:1][O:2][c:3]1[cH:4][c:5]([C:6](=[O:7])[OH:8])[cH:9][c:10]([C:14]#[CH:15])[c:11]1[O:12][CH3:13]. Reactants: Nucleosides, OCC(CCN1C=2N=C(NC(C2N=C1)=O)N)CO (9-(4-hydroxy-3-hydroxymethylbut-1-yl)guanine), bromotriester, NC1=NC(=C2NC=NC2=N1)Cl (2-amino-6-chloropurine), BrCCC(C(=O)OCC)(C(=O)OCC)C(=O)OCC (triethyl 3-bromopropane-1,1,1-tricarboxylate), Nucleotides, C(C)(=O)OCC(CCN1C2=NC(=NC=C2N=C1)N)COC(C)=O (9-(4-acetoxy-3-acetoxymethylbut-1-yl)-2-aminopurine). Product: NC1=NC(=C2N=CN(C2=N1)CCC(C(=O)OCC)(C(=O)OCC)C(=O)OCC)Cl (diethyl 2-[2-(2-amino-6-chloropurin-9-yl)ethyl]-2-carbethoxymalonate). RXN SMILES: C(OCC(COC(=O)C)CCN1C=NC2C1=NC(N)=NC=2)(=O)C.OCC(CO)CCN1C=NC2C(=O)NC(N)=NC1=2.[NH2:42][C:43]1[N:51]=[C:50]2[C:46]([NH:47][CH:48]=[N:49]2)=[C:45]([Cl:52])[N:44]=1.Br[CH2:54][CH2:55][C:56]([C:67]([O:69][CH2:70][CH3:71])=[O:68])([C:62]([O:64][CH2:65][CH3:66])=[O:63])[C:57]([O:59][CH2:60][CH3:61])=[O:58]>>[NH2:42][C:43]1[N:51]=[C:50]2[C:46]([N:47]=[CH:48][N:49]2[CH2:54][CH2:55][C:56]([C:57]([O:59][CH2:60][CH3:61])=[O:58])([C:67]([O:69][CH2:70][CH3:71])=[O:68])[C:62]([O:64][CH2:65][CH3:66])=[O:63])=[C:45]([Cl:52])[N:44]=1. Procedure: Nucleosides and Nucleotides, 15(5), 981-994 (1996) and WO 95/28404 disclose a process for the manufacture of the anti-viral agents 9-(4-acetoxy-3-acetoxymethylbut-1-yl)-2-aminopurine (famciclovir) and 9-(4-hydroxy-3-hydroxymethylbut-1-yl)guanine (penciclovir). According to this process, the ‘bromotriester’ route, 2-amino-6-chloropurine is reacted with triethyl 3-bromopropane-1,1,1-tricarboxylate in the presence of base to form diethyl 2-[2-(2-amino-6-chloropurin-9-yl)ethyl]-2-carbethoxymalonate.... Conditions: time 8 hour. As a reaction SMILES: [NH2:1][C:2]1[C:7](=[O:8])[N:6]([CH2:9][C:10]([NH:12][CH:13]([CH:20]([CH3:22])[CH3:21])[C:14](=[O:19])[C:15]([F:18])([F:17])[F:16])=[O:11])[C:5]([C:23]2[CH:28]=[CH:27][CH:26]=[CH:25][CH:24]=2)=[N:4][CH:3]=1.[CH3:29][S:30](Cl)(=[O:32])=[O:31]>O1CCCC1.C(N(CC)CC)C.C(OCC)(=O)C>[CH3:29][S:30]([NH:1][C:2]1[C:7](=[O:8])[N:6]([CH2:9][C:10]([NH:12][CH:13]([CH:20]([CH3:22])[CH3:21])[C:14](=[O:19])[C:15]([F:16])([F:18])[F:17])=[O:11])[C:5]([C:23]2[CH:24]=[CH:25][CH:26]=[CH:27][CH:28]=2)=[N:4][CH:3]=1)(=[O:32])=[O:31]. Product: CS(=O)(=O)NC1=CN=C(N(C1=O)CC(=O)NC(C(C(F)(F)F)=O)C(C)C)C1=CC=CC=C1 (2-(5-methylsulfonylamino-6-oxo-2-phenyl-1,6-dihydro-1-pyrimidinyl)-N-(3,3,3-trifluoro-1-isopropyl-2-oxopropyl)acetamide). The reactants are NC1=CN=C(N(C1=O)CC(=O)NC(C(C(F)(F)F)=O)C(C)C)C1=CC=CC=C1 (2-(5-amino-6-oxo-2-phenyl-1,6-dihydro-1-pyrimidinyl)-N-(3,3,3-trifluoro-1-isopropyl-2-oxopropyl)acetamide), CS(=O)(=O)Cl (methanesulfonoyl chloride). The solvent is O1CCCC1 (tetrahydrofuran), C(C)N(CC)CC (triethylamine), C(C)(=O)OCC (ethyl acetate). Procedure details: To a solution of 2-(5-amino-6-oxo-2-phenyl-1,6-dihydro-1-pyrimidinyl)-N-(3,3,3-trifluoro-1-isopropyl-2-oxopropyl)acetamide (0.345 g) in tetrahydrofuran (7 mL) and triethylamine (0.36 mL) at 0° C. was added methanesulfonoyl chloride (0.19 mL) and the resulting solution was allowed to stir overnight. The mixture was diluted with ethyl acetate and the solution washed (1N hydrochloric acid, water, 5% sodium bicarbonate). The organic layer was dried and evaporated. The residue was dissolved in tetrah... Reactants: O1[C@H](COC2=C1C=CC=C2)C(=O)N2C[C@H](CCC2)C2=CC(=CC=C2)OCF ((R)-2,3-Dihydro-benzo[1,4]dioxin-2-yl-[(R*)-3-(3-fluoromethoxy-phenyl)-piperidin-1-yl]-methanone), B.C1CCOC1 (BH3THF). Product: O1[C@H](COC2=C1C=CC=C2)CN2C[C@H](CCC2)C2=CC(=CC=C2)OCF ((R*)-1-[(S)-1-(2,3-Dihydro-benzo[1,4]dioxin-2-yl)methyl]-3-(3-fluoromethoxy-phenyl)-piperidine). Reaction SMILES: [O:1]1[C:6]2[CH:7]=[CH:8][CH:9]=[CH:10][C:5]=2[O:4][CH2:3][C@@H:2]1[C:11]([N:13]1[CH2:18][CH2:17][CH2:16][C@H:15]([C:19]2[CH:24]=[CH:23][CH:22]=[C:21]([O:25][CH2:26][F:27])[CH:20]=2)[CH2:14]1)=O.B.C1COCC1>>[O:1]1[C:6]2[CH:7]=[CH:8][CH:9]=[CH:10][C:5]=2[O:4][CH2:3][C@@H:2]1[CH2:11][N:13]1[CH2:18][CH2:17][CH2:16][C@H:15]([C:19]2[CH:24]=[CH:23][CH:22]=[C:21]([O:25][CH2:26][F:27])[CH:20]=2)[CH2:14]1 |f:1.2|. Reported procedure: (R)-2,3-Dihydro-benzo[1,4]dioxin-2-yl-[(R*)-3-(3-fluoromethoxy-phenyl)-piperidin-1-yl]-methanone (0.13 mmol, 50 mg) was treated with BH3THF according to the above general procedure. Flash chromatography gave the title compound. The reactants are ice, Cl (hydrochloric acid), C(\C=C\C)(=O)OC(C)CC (sec-butyl crotonate), cuprous chloride, C(CCC)Br (n-butyl bromide), ice, II (iodine), C(CCC)Br (n-butyl bromide), [Mg] (magnesium), II (iodine), Cuprous chloride, C(CCC)Br (n-butyl bromide). Reagents/catalysts: solution. Run in C(C)OCC (diethyl ether), C(C)OCC (diethyl ether), C(C)OCC (diethyl ether), C(C)OCC (diethyl ether). Conditions: temperature 5 celsius, time 15 minute. Yields the product CC(CC(=O)OC(C)CC)CCCC (sec-Butyl 3-methylheptanoate). Isolated yield 388.1%. As a reaction SMILES: [CH2:1](Br)[CH2:2][CH2:3][CH3:4].[Mg].II.[C:9]([O:14][CH:15]([CH2:17][CH3:18])[CH3:16])(=[O:13])/[CH:10]=[CH:11]/[CH3:12].Cl>C(OCC)C>[CH3:12][CH:11]([CH2:1][CH2:2][CH2:3][CH3:4])[CH2:10][C:9]([O:14][CH:15]([CH2:17][CH3:18])[CH3:16])=[O:13]. Procedure details: Several drops of a solution of 4.9 g of n-butyl bromide in 126 ml of dry diethyl ether were added to a suspension of 10.53 g of magnesium and a trace amount of iodine in 80 ml of dry diethyl ether, and the mixture was stirred vigorously. The colour of the iodine disappeared upon slight heating, and the rest of the n-butyl bromide solution was then added dropwise at a rate sufficient to maintain a constant reflux of the reaction mixture. After addition of the n-butyl bromide solution the reaction...